This data is from the Open Reaction Database (ORD), a public repository of structured organic reaction records. The task is: describe an organic reaction: reactants, conditions, products, and yield Starting materials: [Cl-].O[NH3+] (hydroxylammonium chloride), C(O)([O-])=O.[Na+] (sodium hydrogencarbonate), N,N′-carbonyldiimidazole, N12CCCCCC2=NCCC1 (1,8-diazabicyclo[5.4.0]undec-7-ene), FC=1C=C(C=C(C1CN1C(N(C(C2=C1SC(=C2)CC(F)(F)F)=O)CC(=O)C2=CC=C(C=C2)OC)=O)F)C=2C(=CC=CC2)C#N (3′,5′-difluoro-4′-{[3-[2-(4-methoxyphenyl)-2-oxoethyl]-2,4-dioxo-6-(2,2,2-trifluoroethyl)-3,4-dihydrothieno[2,3-d]pyrimidin-1(2H)-yl]methyl}biphenyl-2-carbonitrile). Solvent: C(Cl)(Cl)Cl (chloroform), CS(=O)C (dimethyl sulfoxide), C(Cl)Cl (methylene chloride), C(Cl)(Cl)Cl (chloroform). Run at temperature 40 celsius, time 30 minute. The product is FC=1C=C(C=C(C1CN1C(N(C(C2=C1SC(=C2)CC(F)(F)F)=O)CC(=O)C2=CC=C(C=C2)OC)=O)F)C2=C(C=CC=C2)C2=NOC(N2)=O (1-{[3,5-difluoro-2′-(5-oxo-4,5-dihydro-1,2,4-oxadiazol-3-yl)biphenyl-4-yl]methyl}-3-[2-(4-methoxyphenyl)-2-oxoethyl]-6-(2,2,2-trifluoroethyl)thieno[2,3-d]pyrimidine-2,4(1H,3H)-dione). The yield is 26.0%. As a reaction SMILES: [Cl-].O[NH3+].[C:4](=[O:7])([O-])[OH:5].[Na+].[F:9][C:10]1[CH:11]=[C:12]([C:45]2[C:46]([C:51]#[N:52])=[CH:47][CH:48]=[CH:49][CH:50]=2)[CH:13]=[C:14]([F:44])[C:15]=1[CH2:16][N:17]1[C:22]2[S:23][C:24]([CH2:26][C:27]([F:30])([F:29])[F:28])=[CH:25][C:21]=2[C:20](=[O:31])[N:19]([CH2:32][C:33]([C:35]2[CH:40]=[CH:39][C:38]([O:41][CH3:42])=[CH:37][CH:36]=2)=[O:34])[C:18]1=[O:43].[N:53]12CCCN=C1CCCCC2>C(Cl)(Cl)Cl.C(Cl)Cl.CS(C)=O>[F:9][C:10]1[CH:11]=[C:12]([C:45]2[CH:50]=[CH:49][CH:48]=[CH:47][C:46]=2[C:51]2[NH:53][C:4](=[O:7])[O:5][N:52]=2)[CH:13]=[C:14]([F:44])[C:15]=1[CH2:16][N:17]1[C:22]2[S:23][C:24]([CH2:26][C:27]([F:30])([F:29])[F:28])=[CH:25][C:21]=2[C:20](=[O:31])[N:19]([CH2:32][C:33]([C:35]2[CH:36]=[CH:37][C:38]([O:41][CH3:42])=[CH:39][CH:40]=2)=[O:34])[C:18]1=[O:43] |f:0.1,2.3|. Procedure details: A mixture of hydroxylammonium chloride (0.56 g), sodium hydrogencarbonate (0.81 g) and dimethyl sulfoxide (10 mL) was stirred at 40° C. for 30 min, 3′,5′-difluoro-4′-{[3-[2-(4-methoxyphenyl)-2-oxoethyl]-2,4-dioxo-6-(2,2,2-trifluoroethyl)-3,4-dihydrothieno[2,3-d]pyrimidin-1(2H)-yl]methyl}biphenyl-2-carbonitrile (0.5 g) was added, and the mixture was stirred at 90° C. for 16 hr. The reaction mixture was diluted with chloroform, washed successively with water and saturated brine, and dried over anh... Starting materials: racemic N-(4,4-dimethyl-1-((2-nitrophenyl)selanyl)pentan-3-yl)-5-fluoro-2-(5-fluoro-1-tosyl-1H-pyrrolo[2,3-b]yridin-3-yl)pyrimidin-4-amine, CC(C(CC[Se]C1=C(C=CC=C1)[N+](=O)[O-])NC1=NC(=NC=C1F)C1=CN(C2=NC=C(C=C21)F)S(=O)(=O)C2=CC=C(C)C=C2)(C)C ((+/−)-N-(4,4-dimethyl-1-((2-nitrophenyl)selanyl)pentan-3-yl)-5-fluoro-2-(5-fluoro-1-tosyl-1H-pyrrolo[2,3-b]pyridin-3-yl)pyrimidin-4-amine), C1=CC(=CC(=C1)Cl)C(=O)OO (mCPBA). The solvent is ClCCl (dichloromethane), C(Cl)(Cl)Cl (chloroform). Run at time 1 hour. Yields the product CC(C(C=C)NC1=NC(=NC=C1F)C1=CN(C2=NC=C(C=C21)F)S(=O)(=O)C2=CC=C(C)C=C2)(C)C ((+/−)-N-(4,4-dimethylpent-1-en-3-yl)-5-fluoro-2-(5-fluoro-1-tosyl-1H-pyrrolo[2,3-b]pyridin-3-yl)pyrimidin-4-amine). Isolated yield 86.4%. Reaction SMILES: [CH3:1][C:2]([CH3:45])([CH3:44])[CH:3]([NH:16][C:17]1[C:22]([F:23])=[CH:21][N:20]=[C:19]([C:24]2[C:32]3[C:27](=[N:28][CH:29]=[C:30]([F:33])[CH:31]=3)[N:26]([S:34]([C:37]3[CH:43]=[CH:42][C:40]([CH3:41])=[CH:39][CH:38]=3)(=[O:36])=[O:35])[CH:25]=2)[N:18]=1)[CH2:4][CH2:5][Se]C1C=CC=CC=1[N+]([O-])=O.C1C=C(Cl)C=C(C(OO)=O)C=1>C(Cl)(Cl)Cl.ClCCl>[CH3:1][C:2]([CH3:45])([CH3:44])[CH:3]([NH:16][C:17]1[C:22]([F:23])=[CH:21][N:20]=[C:19]([C:24]2[C:32]3[C:27](=[N:28][CH:29]=[C:30]([F:33])[CH:31]=3)[N:26]([S:34]([C:37]3[CH:38]=[CH:39][C:40]([CH3:41])=[CH:42][CH:43]=3)(=[O:36])=[O:35])[CH:25]=2)[N:18]=1)[CH:4]=[CH2:5]. Procedure details: To a cold (0° C.) solution of racemic N-(4,4-dimethyl-1-((2-nitrophenyl)selanyl)pentan-3-yl)-5-fluoro-2-(5-fluoro-1-tosyl-1H-pyrrolo[2,3-b]yridin-3-yl)pyrimidin-4-amine, 88a, (1.01 g, 1.45 mmol) in chloroform (15 mL) was added mCPBA (0.40 g of 77%, 1.79 mmol). After stirring for 1 hour at room temperature, the mixture was diluted with dichloromethane (100 mL) and the resulting solution was washed with aqueous sodium bicarbonate solution. The organic phase was dried (MgSO4), filtered and concentr... Starting materials: [Br-], COc1cc(-c2cc(=O)c3ccc(OCC4CO4)cc3o2)cc(OC)c1OC, CO, CC(C)N, [K+]. Product: COc1cc(-c2cc(=O)c3ccc(OCC(O)CNC(C)C)cc3o2)cc(OC)c1OC. Reaction SMILES: [Br-:33].[CH3:1][O:2][c:3]1[cH:4][c:5](-[c:6]2[o:7][c:8]3[cH:9][c:10]([O:17][CH2:18][CH:19]4[CH2:20][O:21]4)[cH:11][cH:12][c:13]3[c:14](=[O:16])[cH:15]2)[cH:22][c:23]([O:27][CH3:28])[c:24]1[O:25][CH3:26].[CH3:35][OH:36].[CH:29]([CH3:30])([CH3:31])[NH2:32].[K+:34]>>[CH3:1][O:2][c:3]1[cH:4][c:5](-[c:6]2[o:7][c:8]3[cH:9][c:10]([O:17][CH2:18][CH:19]([CH2:20][NH:32][CH:29]([CH3:30])[CH3:31])[OH:21])[cH:11][cH:12][c:13]3[c:14](=[O:16])[cH:15]2)[cH:22][c:23]([O:27][CH3:28])[c:24]1[O:25][CH3:26]. Starting materials: CI, [H-], [Na+], C1CCOC1, CC(C)(CCCN1CCCC(O)C1)S(=O)(=O)c1ccccc1. Yields the product COC1CCCN(CCCC(C)(C)S(=O)(=O)c2ccccc2)C1. As a reaction SMILES: [CH3:23][I:24].[H-:25].[Na+:26].[O:27]1[CH2:28][CH2:29][CH2:30][CH2:31]1.[c:1]1([S:7](=[O:8])(=[O:9])[C:10]([CH2:11][CH2:12][CH2:13][N:14]2[CH2:15][CH:16]([OH:20])[CH2:17][CH2:18][CH2:19]2)([CH3:21])[CH3:22])[cH:2][cH:3][cH:4][cH:5][cH:6]1>>[c:1]1([S:7](=[O:8])(=[O:9])[C:10]([CH2:11][CH2:12][CH2:13][N:14]2[CH2:15][CH:16]([O:20][CH3:23])[CH2:17][CH2:18][CH2:19]2)([CH3:21])[CH3:22])[cH:2][cH:3][cH:4][cH:5][cH:6]1. Reactants: O=C([O-])O, [Cl-], CON=C(C(=O)O)c1csc(NC(=O)CCl)n1, COC1(N)CN(S(=O)(=O)O)C1=O, [Na+], C1CCOC1, O, O=P(O)(O)O. Product: CON=C(C(=O)NC1(OC)CN(S(=O)(=O)[O-])C1=O)c1csc(NC(=O)CCl)n1, [Na+]. As a reaction SMILES: [C:31](=[O:32])([O-:33])[OH:34].[Cl-:13].[Cl:14][CH2:15][C:16](=[O:17])[NH:18][c:19]1[s:20][cH:21][c:22]([C:24]([C:25](=[O:26])[OH:27])=[N:28][O:29][CH3:30])[n:23]1.[NH2:1][C:2]1([O:11][CH3:12])[C:3](=[O:10])[N:4]([S:6](=[O:7])(=[O:8])[OH:9])[CH2:5]1.[Na+:35].[O:42]1[CH2:43][CH2:44][CH2:45][CH2:46]1.[OH2:41].[P:36](=[O:37])([OH:38])([OH:39])[OH:40]>>[NH:1]([C:2]1([O:11][CH3:12])[C:3](=[O:10])[N:4]([S:6](=[O:7])(=[O:8])[O-:9])[CH2:5]1)[C:25]([C:24]([c:22]1[cH:21][s:20][c:19]([NH:18][C:16]([CH2:15][Cl:14])=[O:17])[n:23]1)=[N:28][O:29][CH3:30])=[O:26].[Na+:35].